This data is from the Open Reaction Database (ORD), a public repository of structured organic reaction records. The task is: describe an organic reaction: reactants, conditions, products, and yield Reactants: C1(=CC=CC=C1)C(CCN1CCN(CC1)C1=CC=C2CNC(C2=C1)=O)C1=CC=CC=C1 (2,3-Dihydro-6-[4-(3,3-diphenyl-1-propyl)piperazin-1-yl]-1H-isoindol-1-one), C1(CCCC1)Br (cyclopentyl bromide). Product: C1(CCCC1)N1C(C2=CC(=CC=C2C1)N1CCN(CC1)CCC(C1=CC=CC=C1)C1=CC=CC=C1)=O (2-Cyclopentyl-6-[4-(3,3-diphenyl-1-propyl)-piperazin-1-yl]-2,3-dihydro-1H-isoindol-1-one). The yield is 75.5%. As a reaction SMILES: [C:1]1([CH:7]([C:26]2[CH:31]=[CH:30][CH:29]=[CH:28][CH:27]=2)[CH2:8][CH2:9][N:10]2[CH2:15][CH2:14][N:13]([C:16]3[CH:24]=[C:23]4[C:19]([CH2:20][NH:21][C:22]4=[O:25])=[CH:18][CH:17]=3)[CH2:12][CH2:11]2)[CH:6]=[CH:5][CH:4]=[CH:3][CH:2]=1.[CH:32]1(Br)[CH2:36][CH2:35][CH2:34][CH2:33]1>>[CH:32]1([N:21]2[CH2:20][C:19]3[C:23](=[CH:24][C:16]([N:13]4[CH2:12][CH2:11][N:10]([CH2:9][CH2:8][CH:7]([C:1]5[CH:2]=[CH:3][CH:4]=[CH:5][CH:6]=5)[C:26]5[CH:31]=[CH:30][CH:29]=[CH:28][CH:27]=5)[CH2:15][CH2:14]4)=[CH:17][CH:18]=3)[C:22]2=[O:25])[CH2:36][CH2:35][CH2:34][CH2:33]1. Procedure: In the same manner as in Example 51, the title compound (44 mg) was prepared from the compound (50 mg) obtained in Example 50 and cyclopentyl bromide (27 mg).